Dataset: the Open Reaction Database (ORD), a public repository of structured organic reaction records. Task: describe an organic reaction: reactants, conditions, products, and yield Starting materials: C(C)N1C(C(C2=CC(=CC=C12)C(C1=CC=C(C=C1)Cl)=O)C(=O)OC)=O (methyl 1-ethyl-5-(4-chlorobenzoyl)oxindole-3-carboxylate), C(C)N1C(C(C2=CC(=CC=C12)C(C1=CC=C(C=C1)F)=O)C(=O)OC)=O (methyl 1-ethyl-5-(4-fluorobenzoyl)oxindole-3-carboxylate), C(C)N1C(C(C2=CC(=CC=C12)C(C1=CC=C(C=C1)C)=O)C(=O)OC)=O (methyl 1-ethyl-5-(4-methylbenzoyl)oxindole-3carboxylate). Product: C(C)N1C(C(C2=CC(=CC=C12)C(C1=CC=CC=C1)=O)C(=O)OCC)=O (ethyl 1-ethyl-5-benzoyloxindole-3-carboxylate). RXN SMILES: [CH2:1]([N:3]1[C:11]2[C:6](=[CH:7][C:8]([C:12](=[O:20])[C:13]3[CH:18]=[CH:17][C:16](Cl)=[CH:15][CH:14]=3)=[CH:9][CH:10]=2)[CH:5]([C:21]([O:23][CH3:24])=[O:22])[C:4]1=[O:25])[CH3:2].[CH2:26](N1C2C(=CC(C(=O)C3C=CC(F)=CC=3)=CC=2)C(C(OC)=O)C1=O)C.C(N1C2C(=CC(C(=O)C3C=CC(C)=CC=3)=CC=2)C(C(OC)=O)C1=O)C>>[CH2:1]([N:3]1[C:11]2[C:6](=[CH:7][C:8]([C:12](=[O:20])[C:13]3[CH:18]=[CH:17][CH:16]=[CH:15][CH:14]=3)=[CH:9][CH:10]=2)[CH:5]([C:21]([O:23][CH2:24][CH3:26])=[O:22])[C:4]1=[O:25])[CH3:2]. Procedure: In a similar manner were prepared methyl 1-ethyl-5-(4-chlorobenzoyl)oxindole-3-carboxylate, m.p. 115°-118° C.; methyl 1-ethyl-5-(4-fluorobenzoyl)oxindole-3-carboxylate, m.p. 90°-100° C. (dec.); and methyl 1-ethyl-5-(4-methylbenzoyl)oxindole-3carboxylate, m.p. 110°-115° C. Starting materials: C1(=CC=CC=C1)N=C=O (phenyl isocyanate), N1CC(CCC1)N(C1=NC=CC(=N1)N1C=NC2=C1C=CC=C2)C (2-[(piperidin-3-yl)-methylamino]-4-[benzimidazol-1-yl]pyrimidine), C1(=CC=CC=C1)N=C=O (phenyl isocyanate). Solvent: C1CCOC1 (THF). Conditions: time 8 hour. Product: C1(=CC=CC=C1)NC(=O)N1CC(CCC1)N(C1=NC=CC(=N1)N1C=NC2=C1C=CC=C2)C (2-[(1-(N-Phenylcarbamoyl)piperidin-3-yl)-methylamino]-4-[benzimidazol-1-yl]-pyrimidine). The yield is 57.7%. RXN SMILES: [NH:1]1[CH2:6][CH2:5][CH2:4][CH:3]([N:7]([CH3:23])[C:8]2[N:13]=[C:12]([N:14]3[C:18]4[CH:19]=[CH:20][CH:21]=[CH:22][C:17]=4[N:16]=[CH:15]3)[CH:11]=[CH:10][N:9]=2)[CH2:2]1.[C:24]1([N:30]=[C:31]=[O:32])[CH:29]=[CH:28][CH:27]=[CH:26][CH:25]=1>C1COCC1>[C:24]1([NH:30][C:31]([N:1]2[CH2:6][CH2:5][CH2:4][CH:3]([N:7]([CH3:23])[C:8]3[N:13]=[C:12]([N:14]4[C:18]5[CH:19]=[CH:20][CH:21]=[CH:22][C:17]=5[N:16]=[CH:15]4)[CH:11]=[CH:10][N:9]=3)[CH2:2]2)=[O:32])[CH:29]=[CH:28][CH:27]=[CH:26][CH:25]=1. Procedure: To a suspension of 15 mg of 2-[(piperidin-3-yl)-methylamino]-4-[benzimidazol-1-yl]pyrimidine (from EXAMPLE 6) in 2 mL of THF was added 7.6 mg of phenyl isocyanate. The mixture was stirred at room temperature overnight. An additional 7.6 mg of phenyl isocyanate was added and the mixture was stirred for an additional 24 h, then concentrated. The residue was purified by flash chromatography, eluting with 1:1 hexanes-acetone, to yield 12 mg of the title compound. 1H NMR (500 MHz, CDCl3): δ 8.61 (s, ...